Dataset: the Open Reaction Database (ORD), a public repository of structured organic reaction records. Task: describe an organic reaction: reactants, conditions, products, and yield Reactants: N (NH3), [N+](=O)([O-])C=1C=C(C(=O)O)C=CC1CCC (3-nitro-4-propyl-benzoic acid), O (water), [K+].[Br-] (KBr). The reagents and catalysts are [Pd] (Pd/C). The solvent is CO (CH3OH). Run at time 1 hour. The product is NC=1C=C(C(=O)O)C=CC1CCC (3-Amino-4-propyl-benzoic acid). As a reaction SMILES: [N+:1]([C:4]1[CH:5]=[C:6]([CH:10]=[CH:11][C:12]=1[CH2:13][CH2:14][CH3:15])[C:7]([OH:9])=[O:8])([O-])=O.O.[K+].[Br-].N>CO.[Pd]>[NH2:1][C:4]1[CH:5]=[C:6]([CH:10]=[CH:11][C:12]=1[CH2:13][CH2:14][CH3:15])[C:7]([OH:9])=[O:8] |f:2.3|. Reported procedure: A mixture of 1.96 g (57.2 mmol) 3-nitro-4-propyl-benzoic acid and 1.5 g 10% Pd/C, 50% water wet, in 250 mL CH3OH was placed on a Parr hydrogenation apparatus and shaken under 25 psi H2 at ambient temperature. After 1 h, the reaction mixture was filtered through Celite®, and the filtrate concentrated and dried to give 9.80 g (96%) of a pale yellow cyrstalline solid: mp 139.5-142.5° C.; IR (KBr) 3200−2400, 3369, 3298, 2969, 2874, 25588, 1690, 1426, 1260, 916, 864 cm−1; 1H NMR (300 MHz, DMSO-D6) δ ... The reactants are CCCCCC(=O)CC[C@H]1[C@@H](C[C@@H]([C@@H]1C/C=C\CCCC(=O)O)O)O (13,14-dihydro-15-keto-PGF2 α), CC(=O)C.OS(=O)(=O)O.O=[Cr](=O)=O (Jones reagent). Product: CCCCCC(=O)CC[C@@H]1[C@H]([C@H](CC1=O)O)C/C=C\CCCC(=O)O (13,14-dihydro-15-keto-PGD2). Reaction SMILES: [CH3:1][CH2:2][CH2:3][CH2:4][CH2:5][C:6]([CH2:8][CH2:9][C@@H:10]1[C@@H:14]([CH2:15]/[CH:16]=[CH:17]\[CH2:18][CH2:19][CH2:20][C:21]([OH:23])=[O:22])[C@@H:13]([OH:24])[CH2:12][C@H:11]1[OH:25])=[O:7].CC(C)=O.OS(O)(=O)=O.O=[Cr](=O)=O>>[CH3:1][CH2:2][CH2:3][CH2:4][CH2:5][C:6]([CH2:8][CH2:9][C@H:10]1[C:11](=[O:25])[CH2:12][C@H:13]([OH:24])[C@@H:14]1[CH2:15]/[CH:16]=[CH:17]\[CH2:18][CH2:19][CH2:20][C:21]([OH:23])=[O:22])=[O:7] |f:1.2.3|. Procedure details: Carboxylic acid (8) was deketalized according to the usual method to give 13,14-dihydro-15-keto-PGF2 α (10). The resultant (10) was oxidized with Jones reagent to give 13,14-dihydro-15-keto-PGD2 (11), R=H. Reactants: CCO, O=[N+]([O-])c1ccc2[nH]nc(-c3ccc[nH]3)c2c1. The product is Nc1ccc2[nH]nc(-c3ccc[nH]3)c2c1. As a reaction SMILES: [CH3:18][CH2:19][OH:20].[N+:1]([O-:2])(=[O:3])[c:4]1[cH:5][c:6]2[c:7](-[c:13]3[nH:14][cH:15][cH:16][cH:17]3)[n:8][nH:9][c:10]2[cH:11][cH:12]1>>[NH2:1][c:4]1[cH:5][c:6]2[c:7](-[c:13]3[nH:14][cH:15][cH:16][cH:17]3)[n:8][nH:9][c:10]2[cH:11][cH:12]1. Reactants: FC(C(=O)O)(F)F (Trifluoroacetic acid), CC12C(N3C4=C(C=CC=C14)OCC3)CCN(C2)C(=O)OC(C)(C)C (tert-Butyl 6b-methyl-1,2,6b,9,10,10a-hexahydro[1,4]-oxazino[2,3,4-hi]pyrido[4,3-b]indole-8(7H)-carboxylate), [OH-].[Na+] (NaOH). Run in C(Cl)Cl (CH2Cl2). Run at time 4 hour. Yields the product CC12C(N3C4=C(C=CC=C14)OCC3)CCNC2 (6b-methyl-1,2,6b,7,8,9,10,10a-octahydro[1,4]oxazino[2,3,4-hi]pyrido[4,3-b]indole). The yield is 91.5%. RXN SMILES: [CH3:1][C:2]12[CH2:17][N:16](C(OC(C)(C)C)=O)[CH2:15][CH2:14][CH:3]1[N:4]1[CH2:13][CH2:12][O:11][C:6]3[CH:7]=[CH:8][CH:9]=[C:10]2[C:5]1=3.FC(F)(F)C(O)=O.[OH-].[Na+]>C(Cl)Cl>[CH3:1][C:2]12[CH2:17][NH:16][CH2:15][CH2:14][CH:3]1[N:4]1[CH2:13][CH2:12][O:11][C:6]3[CH:7]=[CH:8][CH:9]=[C:10]2[C:5]1=3 |f:2.3|. Reported procedure: tert-Butyl 6b-methyl-1,2,6b,9,10,10a-hexahydro[1,4]-oxazino[2,3,4-hi]pyrido[4,3-b]indole-8(7H)-carboxylate (0.0711 g, 0.215 mmol) was dissolved in CH2Cl2 (2 mL). Trifluoroacetic acid (0.50 mL, 0.46 mmol) was added and the reaction mixture was stirred in a sealed reaction vessel for 4 hours at room temperature. The reaction mixture was cooled in an ice bath and 1N aqueous NaOH (15 mL) was added and the resulting mixture was extracted with CH2Cl2 (2×25 mL) and 25:1 CH2Cl2:CH3OH (1×26 mL). The comb... The reactants are OB(O)c1ccccc1 (effective_coupling_partner), CCN(CC)C(=O)Oc1c(C)cccc1C (substrate). Reagents/catalysts: PCy3. Conditions: temperature 180 celsius, time 10 minute. The product is Cc1cccc(C)c1c2ccccc2.